Dataset: the Open Reaction Database (ORD), a public repository of structured organic reaction records. Task: describe an organic reaction: reactants, conditions, products, and yield Starting materials: [C-]#N.C(C)[Al+]CC (diethylaluminium cyanide), C(=O)(OC)CCCCCCC=1C(CC(C1OC)O)=O (2-(6'-carbomethoxy-hexyl)-3-methoxy-4-hydroxy-2-cyclopenten-1-one), Cl (hydrochloric acid), C(C)[Al](CC)CC (triethylaluminum), C#N (hydrocyanic acid), resultant mixture. Run in C1(=CC=CC=C1)C (toluene), C1(=CC=CC=C1)C (toluene), C1(=CC=CC=C1)C (toluene). Reaction conditions: time 2 hour. Yields the product [C-]#N.C(C)[Al+]CC (diethylaluminum cyanide), C(=O)(OC)CCCCCCC=1C(CC(C1C#N)O)=O (2-(6'-carbomethoxyhexyl)-3-cyano-4-hydroxy-2-cyclopenten-1-one). The yield is 76.7%. RXN SMILES: [CH2:1]([Al:3](CC)[CH2:4][CH3:5])[CH3:2].[CH:8]#[N:9].[C-]#N.C([Al+]CC)C.[C:17]([CH2:21][CH2:22][CH2:23][CH2:24][CH2:25][CH2:26][C:27]1[C:28](=[O:35])[CH2:29][CH:30]([OH:34])[C:31]=1OC)([O:19][CH3:20])=[O:18].Cl>C1(C)C=CC=CC=1>[C-:8]#[N:9].[CH2:1]([Al+:3][CH2:4][CH3:5])[CH3:2].[C:17]([CH2:21][CH2:22][CH2:23][CH2:24][CH2:25][CH2:26][C:27]1[C:28](=[O:35])[CH2:29][CH:30]([OH:34])[C:31]=1[C:8]#[N:9])([O:19][CH3:20])=[O:18] |f:2.3,7.8|. Procedure: A toluene solution of diethylaluminum cyanide was prepared by reacting 15.7 g of triethylaluminum with 4.1 g of hydrocyanic acid in 300 ml of toluene. Into the obtained toluene solution of diethylaluminium cyanide was added a mixture of 15.4 g of 2-(6'-carbomethoxy-hexyl)-3-methoxy-4-hydroxy-2-cyclopenten-1-one prepared in Step 2 under cooling and the resultant mixture was allowed to stand for 2 hours at room temperature. The reaction mixture was poured into diluted hydrochloric acid under cooli...